From a dataset of the Open Reaction Database (ORD), a public repository of structured organic reaction records. describe an organic reaction: reactants, conditions, products, and yield The reactants are [Br-], CCC(=O)Cl, CC[Mg+], Cc1cscn1. Yields the product CCC(=O)c1nc(C)cs1. Reaction SMILES: [Br-:7].[C:11]([CH2:12][CH3:13])(=[O:14])[Cl:15].[CH2:8]([Mg+:9])[CH3:10].[CH3:1][c:2]1[n:3][cH:4][s:5][cH:6]1>>[CH3:1][c:2]1[n:3][c:4]([C:11]([CH2:12][CH3:13])=[O:14])[s:5][cH:6]1. Reactants: Brc1cccc2cccnc12, O=[N+]([O-])O, O=S(=O)(O)O. RXN SMILES: [Br:1][c:2]1[cH:3][cH:4][cH:5][c:6]2[cH:7][cH:8][cH:9][n:10][c:11]12.[OH:12][N+:13]([O-:14])=[O:15].[S:16](=[O:17])(=[O:18])([OH:19])[OH:20]>>[Br:1][c:2]1[cH:3][cH:4][c:5]([N+:13](=[O:12])[O-:14])[c:6]2[cH:7][cH:8][cH:9][n:10][c:11]12. Yields the product O=[N+]([O-])c1ccc(Br)c2ncccc12. Product: C1OC23[C@]4(C)[C@@H](CC2(OCCO3)OC1)[C@@H]1CC=C3CCCC[C@@H]3C1=C(C4)C4=CC=C(C=C4)O (17,17-bis-(ethylenedioxy)-11-(4-hydroxyphenyl)-5,9(11)-estradiene). The solvent is CN(C=O)C (dimethylformamide). RXN SMILES: [CH2:1]1[CH2:14][O:13][C:8]23[O:9][CH2:10][CH2:11][O:12][C:3]2([C@:4]2([CH2:26][C:25]([C:27]4[CH:32]=[CH:31][C:30]([O:33]C)=[CH:29][CH:28]=4)=[C:24]4[C@@H:15]([CH2:16][CH:17]=[C:18]5[C@@H:23]4[CH2:22][CH2:21][CH2:20][CH2:19]5)[C@@H:6]2[CH2:7]3)[CH3:5])[O:2]1.C[S-].[Na+]>CN(C)C=O>[CH2:11]1[CH2:10][O:9][C:8]23[O:13][CH2:14][CH2:1][O:2][C:3]2([C@:4]2([CH2:26][C:25]([C:27]4[CH:32]=[CH:31][C:30]([OH:33])=[CH:29][CH:28]=4)=[C:24]4[C@@H:15]([CH2:16][CH:17]=[C:18]5[C@@H:23]4[CH2:22][CH2:21][CH2:20][CH2:19]5)[C@@H:6]2[CH2:7]3)[CH3:5])[O:12]1 |f:1.2|. Starting materials: C1OC23[C@]4(C)[C@@H](CC2(OCCO3)OC1)[C@@H]1CC=C3CCCC[C@@H]3C1=C(C4)C4=CC=C(C=C4)OC (17,17-bis-(ethylenedioxy)11-(4-methoxyphenyl)-5,9(11)-estradiene), C[S-].[Na+] (sodium methanethiolate). Reported procedure: 17,17-bis-(ethylenedioxy)11-(4-methoxyphenyl)-5,9(11)-estradiene is dissolved in 100 ml of absolute dimethylformamide, mixed with 5.6 g of sodium methanethiolate and the reaction mixture is refluxed for 3 hours. After cooling it is poured on water and the aqueous phase is extracted with ethyl acetate. The combined organic phases are washed several times with saturated sodium chloride solution, dried on sodium sulfate and concentrated by evaporation in a vacuum. The residue is chromatographed on ... The reactants are O=C(n1ccnc1)n1ccnc1, ClCCl, CN(CCN)CCC(c1ccc(Cl)cc1)c1ccccn1, NCCCCOc1cccc(CN2CCCCC2)c1. Product: CN(CCNC(=O)NCCCCOc1cccc(CN2CCCCC2)c1)CCC(c1ccc(Cl)cc1)c1ccccn1. RXN SMILES: [C:22](=[O:23])([n:24]1[cH:25][cH:26][n:27][cH:28]1)[n:29]1[cH:30][cH:31][n:32][cH:33]1.[CH2:53]([Cl:54])[Cl:55].[Cl:1][c:2]1[cH:3][cH:4][c:5]([CH:8]([CH2:9][CH2:10][N:11]([CH2:12][CH2:13][NH2:14])[CH3:15])[c:16]2[n:17][cH:18][cH:19][cH:20][cH:21]2)[cH:6][cH:7]1.[N:34]1([CH2:40][c:41]2[cH:42][c:43]([O:44][CH2:45][CH2:46][CH2:47][CH2:48][NH2:49])[cH:50][cH:51][cH:52]2)[CH2:35][CH2:36][CH2:37][CH2:38][CH2:39]1>>[Cl:1][c:2]1[cH:3][cH:4][c:5]([CH:8]([CH2:9][CH2:10][N:11]([CH2:12][CH2:13][NH:14][C:22](=[O:23])[NH:49][CH2:48][CH2:47][CH2:46][CH2:45][O:44][c:43]2[cH:42][c:41]([CH2:40][N:34]3[CH2:35][CH2:36][CH2:37][CH2:38][CH2:39]3)[cH:52][cH:51][cH:50]2)[CH3:15])[c:16]2[n:17][cH:18][cH:19][cH:20][cH:21]2)[cH:6][cH:7]1. The reactants are C1CCOC1, CC#N, Cl, CC(C)n1nc(-c2nc(C#C[Si](C)(C)C)c(N)nc2-c2ccccc2)ccc1=O, [Na+], [OH-]. The product is C#Cc1nc(-c2ccc(=O)n(C(C)C)n2)c(-c2ccccc2)nc1N. Reaction SMILES: [CH2:36]1[O:37][CH2:38][CH2:39][CH2:40]1.[CH3:33][C:34]#[N:35].[ClH:32].[NH2:3][c:4]1[n:5][c:6](-[c:26]2[cH:27][cH:28][cH:29][cH:30][cH:31]2)[c:7](-[c:16]2[cH:17][cH:18][c:19](=[O:25])[n:20]([CH:22]([CH3:23])[CH3:24])[n:21]2)[n:8][c:9]1[C:10]#[C:11][Si:12]([CH3:13])([CH3:14])[CH3:15].[Na+:2].[OH-:1]>>[NH2:3][c:4]1[n:5][c:6](-[c:26]2[cH:27][cH:28][cH:29][cH:30][cH:31]2)[c:7](-[c:16]2[cH:17][cH:18][c:19](=[O:25])[n:20]([CH:22]([CH3:23])[CH3:24])[n:21]2)[n:8][c:9]1[C:10]#[CH:11].